From a dataset of the Open Reaction Database (ORD), a public repository of structured organic reaction records. describe an organic reaction: reactants, conditions, products, and yield Starting materials: Cl.C(C)(C)N1CCC(CC1)OC=1C=C2C(=NC1)NC(=C2)C(=O)O (5-(1-isopropyl-piperidin-4-yloxy)-1H-pyrrolo[2,3-b]pyridine-2-carboxylic acid hydrochloride), F[B-](F)(F)F.N1(N=NC2=C1C=CC=C2)OC(=[N+](C)C)N(C)C (O-(benzotriazol-1-yl)-N,N,N′,N′-tetramethyluronium tetrafluoroborate), N1CCCCC1 (piperidine), C(C)(C)N(C(C)C)CC (N,N-diisopropylethylamine). Solvent: CN(C)C=O (DMF). The product is C(C)(C)N1CCC(CC1)OC=1C=C2C(=NC1)NC(=C2)C(=O)N2CCCCC2 ([5-(1-Isopropyl-piperidin-4-yloxy)-1H-pyrrolo[2,3-b]pyridin-2-yl]-piperidin-1-yl-methanone). Isolated yield 51.0%. RXN SMILES: Cl.[CH:2]([N:5]1[CH2:10][CH2:9][CH:8]([O:11][C:12]2[CH:13]=[C:14]3[CH:20]=[C:19]([C:21]([OH:23])=O)[NH:18][C:15]3=[N:16][CH:17]=2)[CH2:7][CH2:6]1)([CH3:4])[CH3:3].F[B-](F)(F)F.[N:29]1(OC(N(C)C)=[N+](C)C)[C:33]2C=[CH:35][CH:36]=[CH:37][C:32]=2N=N1.N1CCCCC1.C(N(CC)C(C)C)(C)C>CN(C=O)C>[CH:2]([N:5]1[CH2:6][CH2:7][CH:8]([O:11][C:12]2[CH:13]=[C:14]3[CH:20]=[C:19]([C:21]([N:29]4[CH2:35][CH2:36][CH2:37][CH2:32][CH2:33]4)=[O:23])[NH:18][C:15]3=[N:16][CH:17]=2)[CH2:9][CH2:10]1)([CH3:4])[CH3:3] |f:0.1,2.3|. Reported procedure: The title compound was synthesized in analogy to example 9, intermediate a), from 5-(1-isopropyl-piperidin-4-yloxy)-1H-pyrrolo[2,3-b]pyridine-2-carboxylic acid hydrochloride, O-(benzotriazol-1-yl)-N,N,N′,N′-tetramethyluronium tetrafluoroborate, piperidine and N,N-diisopropylethylamine (7 eq.) in DMF to give the desired product as a light brown foam (51%). Product: C(C)N(CC)CCCOC(CC(=O)NC1=CC=CC=C1)C (3-(N,N-diethylaminopropoxy)butyranilide). The reactants are S(C)(=O)(=O)[O-] (mesylate), C(C)N(CC)C(CC)O (N,N-diethylaminopropanol), C(CCC)(=O)NC=1C=C(C=CC1)O (3-butyramidophenol), C(=O)([O-])[O-].[K+].[K+] (K2CO3). As a reaction SMILES: S([O-])(=O)(=O)C.[CH2:6]([N:8]([CH:11](O)[CH2:12][CH3:13])[CH2:9][CH3:10])[CH3:7].[C:15]([NH:20][C:21]1[CH:22]=[C:23](O)[CH:24]=[CH:25][CH:26]=1)(=[O:19])[CH2:16][CH2:17][CH3:18].C([O-])([O-])=[O:29].[K+].[K+]>CN(C=O)C>[CH2:6]([N:8]([CH2:11][CH2:12][CH2:13][O:29][CH:17]([CH3:18])[CH2:16][C:15]([NH:20][C:21]1[CH:22]=[CH:23][CH:24]=[CH:25][CH:26]=1)=[O:19])[CH2:9][CH3:10])[CH3:7] |f:3.4.5|. Procedure details: The mesylate of N,N-diethylaminopropanol (6 mmol), prepared as described in Example 18 above, was mixed with 3-butyramidophenol (5.0 mmol), and K2CO3 (10 mmol) in anhydrous DMF (10 mL) and the reaction is performed following general procedure B. The crude product is purified using silica gel column chromatography 5% MeOH/DCM as eluent to yield 3-(N,N-diethylaminopropoxy)butyranilide (1.3 g). Isolated yield 88.9%. Run in CN(C)C=O (DMF). Starting materials: COc1cccnc1N, O=C(O)c1cccc(S(=O)(=O)N2CCCCC2)c1. Product: COc1cccnc1NC(=O)c1cccc(S(=O)(=O)N2CCCCC2)c1. RXN SMILES: [CH3:19][O:20][c:21]1[c:22]([NH2:27])[n:23][cH:24][cH:25][cH:26]1.[N:1]1([S:7](=[O:8])(=[O:9])[c:10]2[cH:11][c:12]([C:13](=[O:14])[OH:15])[cH:16][cH:17][cH:18]2)[CH2:2][CH2:3][CH2:4][CH2:5][CH2:6]1>>[N:1]1([S:7](=[O:8])(=[O:9])[c:10]2[cH:11][c:12]([C:13](=[O:15])[NH:27][c:22]3[c:21]([O:20][CH3:19])[cH:26][cH:25][cH:24][n:23]3)[cH:16][cH:17][cH:18]2)[CH2:2][CH2:3][CH2:4][CH2:5][CH2:6]1.